This data is from the Open Reaction Database (ORD), a public repository of structured organic reaction records. The task is: describe an organic reaction: reactants, conditions, products, and yield Reactants: C(=O)([O-])[O-].[Na+].[Na+] (Na2CO3), BrC1=CN=C(S1)CS(=O)(=O)N (1-(5-bromo-1,3-thiazol-2-yl)methanesulfonamide), C(Cl)Cl (CH2Cl2), CC=1C=C(C=C(C1)B1OC(C(O1)(C)C)(C)C)NC1=NC=CC(=N1)C(F)(F)F (N-[3-methyl-5-(4,4,5,5-tetramethyl-1,3,2-dioxaborolan-2-yl)phenyl]-4-(trifluoromethyl)pyrimidin-2-amine), CC=1C=C(C=C(C1)B1OC(C(O1)(C)C)(C)C)NC1=NC=CC(=N1)C(F)(F)F (N-[3-methyl-5-(4,4,5,5-tetramethyl-1,3,2-dioxaborolan-2-yl)phenyl]-4-(trifluoromethyl)pyrimidin-2-amine). Reagents/catalysts: C1=CC=C(C=C1)P([C-]2C=CC=C2)C3=CC=CC=C3.C1=CC=C(C=C1)P([C-]2C=CC=C2)C3=CC=CC=C3.Cl[Pd]Cl.[Fe+2] (PdCl2(dppf)). Solvent: O1CCOCC1 (Dioxane), O (water). Conditions: temperature 100 celsius, time 8 hour. Yields the product CC=1C=C(C=C(C1)NC1=NC=CC(=N1)C(F)(F)F)C1=CN=C(S1)CS(=O)(=O)N (1-[5-(3-methyl-5-{[4-(trifluoromethyl)pyrimidin-2-yl]amino}phenyl)-1,3-thiazol-2-yl]methanesulfonamide). Isolated yield 70.6%. As a reaction SMILES: Br[C:2]1[S:6][C:5]([CH2:7][S:8]([NH2:11])(=[O:10])=[O:9])=[N:4][CH:3]=1.[CH3:12][C:13]1[CH:14]=[C:15]([NH:28][C:29]2[N:34]=[C:33]([C:35]([F:38])([F:37])[F:36])[CH:32]=[CH:31][N:30]=2)[CH:16]=[C:17](B2OC(C)(C)C(C)(C)O2)[CH:18]=1.C(Cl)Cl.C([O-])([O-])=O.[Na+].[Na+]>O.C1C=CC(P(C2C=CC=CC=2)[C-]2C=CC=C2)=CC=1.C1C=CC(P(C2C=CC=CC=2)[C-]2C=CC=C2)=CC=1.Cl[Pd]Cl.[Fe+2].O1CCOCC1>[CH3:12][C:13]1[CH:18]=[C:17]([C:2]2[S:6][C:5]([CH2:7][S:8]([NH2:11])(=[O:10])=[O:9])=[N:4][CH:3]=2)[CH:16]=[C:15]([NH:28][C:29]2[N:34]=[C:33]([C:35]([F:38])([F:36])[F:37])[CH:32]=[CH:31][N:30]=2)[CH:14]=1 |f:3.4.5,7.8.9.10|. Procedure: The product of Step 4 (102 mg, 0.396 mmol), N-[3-methyl-5-(4,4,5,5-tetramethyl-1,3,2-dioxaborolan-2-yl)phenyl]-4-(trifluoromethyl)pyrimidin-2-amine (INTERMEDIATE 3, 150 mg, 0.396 mmol), and PdCl2(dppf).CH2Cl2 (29 mg, 0.040 mmol) were combined in a flask, sealed, and purged with nitrogen (2×). Dioxane (2.4 mL) and aqueous Na2CO3 (2 M, 0.593 mL, 1.187 mmol) were added, and the reaction was purged again with nitrogen (2×). The mixture was stirred in an oil bath at 100° C. overnight. The dark brown ... The reactants are CN(C(=O)OC(C)(C)C)C(Cc1ccc2ccccc2c1)C(=O)O, CCN(C(C)C)C(C)C, CCN=C=NCCCN(C)C, CNC(Cc1ccccc1)C(=O)N1CCCC(CN(C)C)C1, CN(C)C=O, CCOC(C)=O, ClCCl, Cl, On1nnc2cccnc21. The product is CN(C)CC1CCCN(C(=O)C(Cc2ccccc2)N(C)C(=O)C(Cc2ccc3ccccc3c2)N(C)C(=O)OC(C)(C)C)C1. As a reaction SMILES: [C:13]([CH3:14])([CH3:15])([CH3:16])[O:17][C:18](=[O:19])[N:20]([CH3:21])[CH:22]([C:23](=[O:24])[OH:25])[CH2:26][c:27]1[cH:28][c:29]2[cH:30][cH:31][cH:32][cH:33][c:34]2[cH:35][cH:36]1.[CH2:69]([N:70]([CH:71]([CH3:72])[CH3:73])[CH:74]([CH3:75])[CH3:76])[CH3:77].[CH3:2][N:3]([CH3:4])[CH2:5][CH2:6][CH2:7][N:8]=[C:9]=[N:10][CH2:11][CH3:12].[CH3:47][N:48]([CH3:49])[CH2:50][CH:51]1[CH2:52][N:53]([C:57]([CH:58]([CH2:59][c:60]2[cH:61][cH:62][cH:63][cH:64][cH:65]2)[NH:66][CH3:67])=[O:68])[CH2:54][CH2:55][CH2:56]1.[CH3:81][N:82]([CH3:83])[CH:84]=[O:85].[CH3:86][CH2:87][O:88][C:89](=[O:90])[CH3:91].[Cl:78][CH2:79][Cl:80].[ClH:1].[OH:37][n:38]1[c:39]2[n:40][cH:41][cH:42][cH:43][c:44]2[n:45][n:46]1>>[C:13]([CH3:14])([CH3:15])([CH3:16])[O:17][C:18](=[O:19])[N:20]([CH3:21])[CH:22]([C:23](=[O:25])[N:66]([CH:58]([C:57]([N:53]1[CH2:52][CH:51]([CH2:50][N:48]([CH3:47])[CH3:49])[CH2:56][CH2:55][CH2:54]1)=[O:68])[CH2:59][c:60]1[cH:61][cH:62][cH:63][cH:64][cH:65]1)[CH3:67])[CH2:26][c:27]1[cH:28][c:29]2[cH:30][cH:31][cH:32][cH:33][c:34]2[cH:35][cH:36]1. The reactants are ClC1=CC(=NC2=CC=C(C=C12)CO)N1CCS(C2=C(C1)C=CC=C2)(=O)=O (4-chloro-2-(1,1-dioxido-2,3-dihydro-1,4-benzothiazepin-4(5H)-yl)-quinoline-6-methanol), ClC1=CC(=NC2=CC=C(C=C12)C(=O)OC)N1CCSC2=C(C1)C=CC=C2 (methyl 4-chloro-2-(2,3-dihydro-1,4-benzothiazepin-4(5H)-yl)quinoline-6-carboxylate), [BH4-].[Na+] (sodium borohydride). Product: ClC1=CC(=NC2=CC=C(C=C12)CO)N1CCSC2=C(C1)C=CC=C2 (4-Chloro-2-(2,3-dihydro-1,4-benzothiazepin-4(5H)-yl)-quinoline-6-methanol). Reaction SMILES: [Cl:1][C:2]1[C:11]2[C:6](=[CH:7][CH:8]=[C:9]([CH2:12][OH:13])[CH:10]=2)[N:5]=[C:4]([N:14]2[CH2:20][C:19]3[CH:21]=[CH:22][CH:23]=[CH:24][C:18]=3[S:17](=O)(=O)[CH2:16][CH2:15]2)[CH:3]=1.ClC1C2C(=CC=C(C(OC)=O)C=2)N=C(N2CC3C=CC=CC=3SCC2)C=1.[BH4-].[Na+]>>[Cl:1][C:2]1[C:11]2[C:6](=[CH:7][CH:8]=[C:9]([CH2:12][OH:13])[CH:10]=2)[N:5]=[C:4]([N:14]2[CH2:20][C:19]3[CH:21]=[CH:22][CH:23]=[CH:24][C:18]=3[S:17][CH2:16][CH2:15]2)[CH:3]=1 |f:2.3|. Reported procedure: The title compound was prepared in analogy to 4-chloro-2-(1,1-dioxido-2,3-dihydro-1,4-benzothiazepin-4(5H)-yl)-quinoline-6-methanol in Example 3-23 in Scheme 5 by using methyl 4-chloro-2-(2,3-dihydro-1,4-benzothiazepin-4(5H)-yl)quinoline-6-carboxylate (prepared in analogy to 4-(4-chloro-6-methylquinolin-2-yl)-8-methoxy-2,3,4,5-tetrahydro-1,4-benzothiazepine in Example 1-1 in Scheme 4 by using methyl 2,4-dichloro quinoline-6-carboxylate and 2,3,4,5-tetrahydro-1,4-benzothiazepine) and sodium boroh...